Dataset: the Open Reaction Database (ORD), a public repository of structured organic reaction records. Task: describe an organic reaction: reactants, conditions, products, and yield The reactants are COc1ccc(COC(c2ccccc2)(c2ccc(OC)cc2)C2OC(n3cc(C#CCNC(=O)C(F)(F)F)c4cc([N+](=O)[O-])ccc43)CC2O)cc1, CO, N. Product: COc1ccc(COC(c2ccccc2)(c2ccc(OC)cc2)C2OC(n3cc(C#CCN)c4cc([N+](=O)[O-])ccc43)CC2O)cc1. Reaction SMILES: [CH3:1][O:2][c:3]1[cH:4][cH:5][c:6]([CH2:9][O:10][C:11]([CH:12]2[CH:13]([OH:39])[CH2:14][CH:15]([n:17]3[cH:18][c:19]([C:29]#[C:30][CH2:31][NH:32][C:33](=[O:34])[C:35]([F:36])([F:37])[F:38])[c:20]4[cH:21][c:22]([N+:26](=[O:27])[O-:28])[cH:23][cH:24][c:25]34)[O:16]2)([c:40]2[cH:41][cH:42][cH:43][cH:44][cH:45]2)[c:46]2[cH:47][cH:48][c:49]([O:52][CH3:53])[cH:50][cH:51]2)[cH:7][cH:8]1.[CH3:55][OH:56].[NH3:54]>>[CH3:1][O:2][c:3]1[cH:4][cH:5][c:6]([CH2:9][O:10][C:11]([CH:12]2[CH:13]([OH:39])[CH2:14][CH:15]([n:17]3[cH:18][c:19]([C:29]#[C:30][CH2:31][NH2:32])[c:20]4[cH:21][c:22]([N+:26](=[O:27])[O-:28])[cH:23][cH:24][c:25]34)[O:16]2)([c:40]2[cH:41][cH:42][cH:43][cH:44][cH:45]2)[c:46]2[cH:47][cH:48][c:49]([O:52][CH3:53])[cH:50][cH:51]2)[cH:7][cH:8]1. Reactants: resin, C(=O)(O)CC=1N=C(SC1)SC(C(=O)O)(C)C (2-{[4-(carboxymethyl)-1,3-thiazol-2-yl]thio}-2-methylpropionic acid), CNC1=CC=CC=C1 (N-methylaniline). Product: CC(C(=O)O)(C)SC=1SC=C(N1)CC(=O)N(C1=CC=CC=C1)C (2-methyl-2-[(4-{2-[methyl(phenyl)amino]-2-oxoethyl}-1,3-thiazol-2-yl)thio]propionic acid). RXN SMILES: [C:1]([CH2:4][C:5]1[N:6]=[C:7]([S:10][C:11]([CH3:16])([CH3:15])[C:12]([OH:14])=[O:13])[S:8][CH:9]=1)([OH:3])=O.[CH3:17][NH:18][C:19]1[CH:24]=[CH:23][CH:22]=[CH:21][CH:20]=1>>[CH3:15][C:11]([S:10][C:7]1[S:8][CH:9]=[C:5]([CH2:4][C:1]([N:18]([CH3:17])[C:19]2[CH:24]=[CH:23][CH:22]=[CH:21][CH:20]=2)=[O:3])[N:6]=1)([CH3:16])[C:12]([OH:14])=[O:13]. Reported procedure: The title yellow resin (2.0 g) was obtained using 2-{[4-(carboxymethyl)-1,3-thiazol-2-yl]thio}-2-methylpropionic acid resin synthesized in Example 461-4 and N-methylaniline (0.52 ml) as starting materials and by an operation similar to that of Example 461-5. The reactants are [BH4-], C1CCOC1, CO, CCc1ccc(Cc2cc(C3OC(CO)C(O)C(O)C3O)c(COCC(C)=O)cc2Cl)cc1, [Na+]. The product is CCc1ccc(Cc2cc(C3OC(CO)C(O)C(O)C3O)c(COCC(C)O)cc2Cl)cc1. RXN SMILES: [BH4-:34].[CH2:38]1[O:39][CH2:40][CH2:41][CH2:42]1.[CH3:36][OH:37].[Cl:1][c:2]1[c:3]([CH2:25][c:26]2[cH:27][cH:28][c:29]([CH2:32][CH3:33])[cH:30][cH:31]2)[cH:4][c:5]([CH:14]2[O:15][CH:16]([CH2:23][OH:24])[CH:17]([OH:22])[CH:18]([OH:21])[CH:19]2[OH:20])[c:6]([CH2:7][O:8][CH2:9][C:10]([CH3:11])=[O:12])[cH:13]1.[Na+:35]>>[Cl:1][c:2]1[c:3]([CH2:25][c:26]2[cH:27][cH:28][c:29]([CH2:32][CH3:33])[cH:30][cH:31]2)[cH:4][c:5]([CH:14]2[O:15][CH:16]([CH2:23][OH:24])[CH:17]([OH:22])[CH:18]([OH:21])[CH:19]2[OH:20])[c:6]([CH2:7][O:8][CH2:9][CH:10]([CH3:11])[OH:12])[cH:13]1. Starting materials: CCCCO, Cc1cc(C)c(CN)cn1, CCN(C(C)C)C(C)C, Fc1nc(Cl)c2[nH]cnc2n1. As a reaction SMILES: [CH2:31]([OH:32])[CH2:33][CH2:34][CH3:35].[CH3:21][c:22]1[c:23]([CH2:29][NH2:30])[cH:24][n:25][c:26]([CH3:28])[cH:27]1.[CH:12]([N:13]([CH2:14][CH3:15])[CH:16]([CH3:17])[CH3:18])([CH3:19])[CH3:20].[Cl:1][c:2]1[c:3]2[nH:4][cH:5][n:6][c:7]2[n:8][c:9]([F:11])[n:10]1>>[c:2]1([NH:30][CH2:29][c:23]2[c:22]([CH3:21])[cH:27][c:26]([CH3:28])[n:25][cH:24]2)[c:3]2[n:4][cH:5][nH:6][c:7]2[n:8][c:9]([F:11])[n:10]1. Product: Cc1cc(C)c(CNc2nc(F)nc3[nH]cnc23)cn1.